This data is from the Open Reaction Database (ORD), a public repository of structured organic reaction records. The task is: describe an organic reaction: reactants, conditions, products, and yield Reactants: Rh(acac)(CO)2, C=CCCCCCC (1-octene), C(CC)(=O)O (propionic acid). Run in O (water). Reaction conditions: temperature 100 celsius, time 1 hour. The product is C(CCCCCCCC)(=O)O (Nonanoic acid). RXN SMILES: [CH2:1]=[CH:2][CH2:3][CH2:4][CH2:5][CH2:6]CC.[C:9]([OH:13])(=[O:12])[CH2:10][CH3:11]>O>[C:9]([OH:13])(=[O:12])[CH2:10][CH2:11][CH2:1][CH2:2][CH2:3][CH2:4][CH2:5][CH3:6]. Procedure details: An autoclave was charged with 0.1 g of Rh(acac)(CO)2, 20 g of pyridineand 10 g of 1-octene in a mixture of 60 g of propionic acid and 10 g of water as solvent. A pressure of 30 bar was set using CO and the mixture was heated to 100° C. A reaction pressure of 100 bar was then set by injecting CO and was maintained by injection of further amounts (every 15 minutes). After 1 hour, the autoclave was depressurized and the reaction mixture produced was analyzed titrimetrically and by gas chromatograph... The reactants are CC1=CC(=NO1)N (5-methyl-3-aminoisoxazole), O=C1NCCCN2C1=NC1=C2C=C(C=C1)C(=O)O (1-oxo-2,3,4,5-tetrahydro-1H-[1,4]diazepino[1,2-a]benzimidazole-8-carboxylic acid), O=C1NCCCN2C1=NC1=C2C=C(C=C1)C(=O)O (1-oxo-2,3,4,5-tetrahydro-1H-[1,4]diazepino[1,2-a]benzimidazole-8-carboxylic acid), C(=O)(N1C=NC=C1)N1C=NC=C1 (1,1′-carbonyldiimidazole), C1CCC2=NCCCN2CC1 (DBU). Run in C1CCOC1 (THF). Yields the product O=C1NCCCN2C1=NC1=C2C=C(C=C1)C(=O)NC1=CC(=NO1)C1=CC=CC=C1 (1-Oxo-N-(3-phenyl-1,2-oxazol-5-yl)-2,3,4,5-tetrahydro-1H-[1,4]diazepino[1,2-a]benzimidazole-8-carboxamide). The yield is 15.1%. As a reaction SMILES: [O:1]=[C:2]1[C:8]2=[N:9][C:10]3[CH:15]=[CH:14][C:13]([C:16]([OH:18])=O)=[CH:12][C:11]=3[N:7]2[CH2:6][CH2:5][CH2:4][NH:3]1.C(N1C=CN=C1)([N:21]1C=CN=C1)=O.C[C:32]1[O:36][N:35]=[C:34](N)[CH:33]=1.[CH2:38]1[CH2:48][CH2:47]N2[C:41](=NCCC2)[CH2:40][CH2:39]1>C1COCC1>[O:1]=[C:2]1[C:8]2=[N:9][C:10]3[CH:15]=[CH:14][C:13]([C:16]([NH:21][C:32]4[O:36][N:35]=[C:34]([C:38]5[CH:39]=[CH:40][CH:41]=[CH:47][CH:48]=5)[CH:33]=4)=[O:18])=[CH:12][C:11]=3[N:7]2[CH2:6][CH2:5][CH2:4][NH:3]1. Procedure: A solution of 1-oxo-2,3,4,5-tetrahydro-1H-[1,4]diazepino[1,2-a]benzimidazole-8-carboxylic acid (Intermediate B, 71 mg, 0.29 mmol) and 1,1′-carbonyldiimidazole (117 mg, 0.72 mmol) in THF (10 mL) is heated to 60° C. for 1 h. The solution is cooled to room temperature and 5-methyl-3-aminoisoxazole (191 mg, 1.16 mmol) is added. After 10 min DBU (0.11 mL, 0.72 mmol) is added and the mixture heated at 60° C. for 16 h. The solvent is evaporated and H2O is added to the residue. The resulting solid is co... Reactants: C(C(=O)OCC)(=O)OCC (diethyl oxalate), C1=CC=C(C=C1)CCN (2-phenethylamine). The solvent is C1(=CC=CC=C1)C (toluene). Conditions: temperature 60 celsius, time 30 minute. Product: C1(=CC=CC=C1)CCNC(C(=O)OCC)=O (ethyl N-(2-phenylethyl)oxamate). Isolated yield 86.1%. RXN SMILES: [C:1]([O:8][CH2:9][CH3:10])(=[O:7])[C:2]([O:4]CC)=O.[CH:11]1[CH:16]=[CH:15][C:14]([CH2:17][CH2:18][NH2:19])=[CH:13][CH:12]=1>C1(C)C=CC=CC=1>[C:14]1([CH2:17][CH2:18][NH:19][C:2](=[O:4])[C:1]([O:8][CH2:9][CH3:10])=[O:7])[CH:15]=[CH:16][CH:11]=[CH:12][CH:13]=1. Procedure: 181 g (1.24 mol) of diethyl oxalate and 500 ml of toluene were placed in a flask, to which 100 g (825 mmol) of 2-phenethylamine was added dropwise at room temperature for 45 minutes. The reaction mixture was heated at 60° C. for two hours, and was further reacted at 75° C. for two hours. The solution was then concentrated at room temperature until the residual quantity of toluene became about 50 ml. The generated precipitation was filtered off and washed with about 50 ml of toluene. 400 ml of he... Starting materials: [H-].[Na+] (sodium hydride), ice, BrC1=CC=C(CBr)C=C1 (4-bromobenzyl bromide), COCCO (2-methoxyethanol), O (water). Reported procedure: To an ice-cooled solution of 4-bromobenzyl bromide (3.00 g) and 2-methoxyethanol (1.04 ml) in tetrahydrofuran (30 ml) was added sodium hydride (60%) (0.58 g) in a stream of nitrogen. The mixture was stirred at this temperature for 15 minutes and at room temperature for further 4 hours. To the mixture was added water (1 ml) under ice-cooling. The reaction mixture was diluted with ethyl acetate and washed successively with water and saturated sodium chloride solution. The organic layer was dried o... Solvent: O1CCCC1 (tetrahydrofuran), C(C)(=O)OCC (ethyl acetate). As a reaction SMILES: [Br:1][C:2]1[CH:9]=[CH:8][C:5]([CH2:6]Br)=[CH:4][CH:3]=1.[CH3:10][O:11][CH2:12][CH2:13][OH:14].[H-].[Na+].O>O1CCCC1.C(OCC)(=O)C>[Br:1][C:2]1[CH:9]=[CH:8][C:5]([CH2:6][O:14][CH2:13][CH2:12][O:11][CH3:10])=[CH:4][CH:3]=1 |f:2.3|. Yields the product BrC1=CC=C(C=C1)COCCOC (1-bromo-4-(2-methoxyethoxymethyl)benzene). Run at time 4 hour. The reactants are Cc1nnc2n1-c1ccc(Cl)cc1N(c1ccccc1)C(=O)C2, CN(C)CCBr, COCCOC, [H-], [Na+]. The product is Cc1nnc2n1-c1ccc(Cl)cc1N(c1ccccc1)C(=O)C2CCN(C)C. As a reaction SMILES: [CH3:1][c:2]1[n:3][n:4][c:5]2[n:6]1-[c:7]1[c:8]([cH:19][c:20]([Cl:23])[cH:21][cH:22]1)[N:9]([c:13]1[cH:14][cH:15][cH:16][cH:17][cH:18]1)[C:10](=[O:12])[CH2:11]2.[CH3:26][N:27]([CH2:28][CH2:29][Br:30])[CH3:31].[CH3:32][O:33][CH2:34][CH2:35][O:36][CH3:37].[H-:24].[Na+:25]>>[CH3:1][c:2]1[n:3][n:4][c:5]2[n:6]1-[c:7]1[c:8]([cH:19][c:20]([Cl:23])[cH:21][cH:22]1)[N:9]([c:13]1[cH:14][cH:15][cH:16][cH:17][cH:18]1)[C:10](=[O:12])[CH:11]2[CH2:29][CH2:28][N:27]([CH3:26])[CH3:31]. Reactants: CC#CCO, CS(=O)(=O)c1nsc(-c2cccc(F)c2)n1, CN(C)C=O, [Cl-], [H-], [Na+], [Na+]. The product is CC#CCOc1nsc(-c2cccc(F)c2)n1. Reaction SMILES: [CH2:17]([C:18]#[C:19][CH3:20])[OH:21].[CH3:1][S:2](=[O:3])(=[O:4])[c:5]1[n:6][s:7][c:8](-[c:10]2[cH:11][c:12]([F:16])[cH:13][cH:14][cH:15]2)[n:9]1.[CH3:26][N:27]([CH3:28])[CH:29]=[O:30].[Cl-:25].[H-:22].[Na+:23].[Na+:24]>>[c:5]1([O:21][CH2:17][C:18]#[C:19][CH3:20])[n:6][s:7][c:8](-[c:10]2[cH:11][c:12]([F:16])[cH:13][cH:14][cH:15]2)[n:9]1. Reactants: NCC(CN1N=CN=C1)(O)C1=C(C=C(C=C1)Cl)Cl (1-[3-Amino-2-(2,4-dichlorophenyl)-2-hydroxyprop-1-yl]-1H-1,2,4-triazole), C(=O)(N1C=NC=C1)N1C=NC=C1 (1,1'-carbonyldiimidazole). Solvent: O1CCCC1 (tetrahydrofuran). Yields the product ClC1=C(C=CC(=C1)Cl)C1(CNC(O1)=O)CN1N=CN=C1 (5-(2,4-Dichlorophenyl)-5-(1H-1,2,4-triazol-1-yl-methyl)-1,3-oxazolidin-2-on). As a reaction SMILES: [NH2:1][CH2:2][C:3]([C:11]1[CH:16]=[CH:15][C:14]([Cl:17])=[CH:13][C:12]=1[Cl:18])([OH:10])[CH2:4][N:5]1[CH:9]=[N:8][CH:7]=[N:6]1.[C:19](N1C=CN=C1)(N1C=CN=C1)=[O:20]>O1CCCC1>[Cl:18][C:12]1[CH:13]=[C:14]([Cl:17])[CH:15]=[CH:16][C:11]=1[C:3]1([CH2:4][N:5]2[CH:9]=[N:8][CH:7]=[N:6]2)[O:10][C:19](=[O:20])[NH:1][CH2:2]1. Procedure details: A solution of the amine (A) (0.1 g, 0.35 mmole) and 1,1'-carbonyldiimidazole (0.056 g, 0.35 mmole) in tetrahydrofuran (5 ml) was stirred at room temperature for five hours. The solvent was then evaporated and the residue was dissolved in ethyl acetate (20 ml). This solution was washed three times with water (300 ml, total), dried (MgSO4), evaporated and the residue triturated with a mixture of 60°-80° C. petrol:ether to give, as a white solid, the title compound, 0.074 g (68%), m.p. 223° C. Reactants: NC1=C(C=CC=C1)C1=CC=C(C=C1)CN1C([C@@H](CCC2=C1C=CC=C2)NC(CC(C)(C)NC(=O)OC(C)(C)C)=O)=O (N-[1-[[(2'-amino)[1,1'-biphenyl]-4-yl]methyl]-2,3,4,5-tetrahydro-2-oxo-1H-1-benzazepin-3(R)-yl]-3-t-butoxycarbonylamino-3-methylbutanamide), C(C)N=C=O (ethyl isocyanate). The product is C(C)NC(=O)NC1=C(C=CC=C1)C1=CC=C(C=C1)CN1C([C@@H](CCC2=C1C=CC=C2)NC(CC(C)(C)NC(=O)OC(C)(C)C)=O)=O (N-[1-[[2'-[(Ethylaminocarbonyl)amino][1,1'-biphenyl]-4-yl]methyl]-2,3,4,5-tetrahydro-2-oxo-1H-1-benzazepin-3(R)-yl]-3-t-butoxycarbonylamino-3-methylbutanamide). RXN SMILES: [NH2:1][C:2]1[CH:7]=[CH:6][CH:5]=[CH:4][C:3]=1[C:8]1[CH:13]=[CH:12][C:11]([CH2:14][N:15]2[C:21]3[CH:22]=[CH:23][CH:24]=[CH:25][C:20]=3[CH2:19][CH2:18][C@@H:17]([NH:26][C:27](=[O:40])[CH2:28][C:29]([NH:32][C:33]([O:35][C:36]([CH3:39])([CH3:38])[CH3:37])=[O:34])([CH3:31])[CH3:30])[C:16]2=[O:41])=[CH:10][CH:9]=1.[CH2:42]([N:44]=[C:45]=[O:46])[CH3:43]>>[CH2:42]([NH:44][C:45]([NH:1][C:2]1[CH:7]=[CH:6][CH:5]=[CH:4][C:3]=1[C:8]1[CH:9]=[CH:10][C:11]([CH2:14][N:15]2[C:21]3[CH:22]=[CH:23][CH:24]=[CH:25][C:20]=3[CH2:19][CH2:18][C@@H:17]([NH:26][C:27](=[O:40])[CH2:28][C:29]([NH:32][C:33]([O:35][C:36]([CH3:39])([CH3:38])[CH3:37])=[O:34])([CH3:31])[CH3:30])[C:16]2=[O:41])=[CH:12][CH:13]=1)=[O:46])[CH3:43]. Procedure: Prepared from N-[1-[[(2'-amino)[1,1'-biphenyl]-4-yl]methyl]-2,3,4,5-tetrahydro-2-oxo-1H-1-benzazepin-3(R)-yl]-3-t-butoxycarbonylamino-3-methylbutanamide (Example 2, Step B) and ethyl isocyanate by the procedure described in Example 2, Step C. Reactants: BrCc1ccccc1, CC#N, Cn1cccc(C=O)c1=S. Product: [Br-], C[n+]1cccc(C=O)c1SCc1ccccc1. RXN SMILES: [Br:1][CH2:2][c:3]1[cH:4][cH:5][cH:6][cH:7][cH:8]1.[CH3:19][C:20]#[N:21].[CH:9](=[O:10])[c:11]1[c:12](=[S:18])[n:13]([CH3:17])[cH:14][cH:15][cH:16]1>>[Br-:1].[CH2:2]([c:3]1[cH:4][cH:5][cH:6][cH:7][cH:8]1)[S:18][c:12]1[c:11]([CH:9]=[O:10])[cH:16][cH:15][cH:14][n+:13]1[CH3:17].